This data is from the Open Reaction Database (ORD), a public repository of structured organic reaction records. The task is: describe an organic reaction: reactants, conditions, products, and yield Starting materials: COC(=O)C1=C(O)c2c(c3cc(Cl)ccc3n2C)S(=O)(=O)N1C, Nc1ccccn1. Product: CN1C(C(=O)Nc2ccccn2)=C(O)c2c(c3cc(Cl)ccc3n2C)S1(=O)=O. Reaction SMILES: [Cl:1][c:2]1[cH:3][c:4]2[c:5]3[c:6]([n:7]([CH3:11])[c:8]2[cH:9][cH:10]1)[C:12]([OH:23])=[C:13]([C:19](=[O:20])[O:21][CH3:22])[N:14]([CH3:18])[S:15]3(=[O:16])=[O:17].[NH2:24][c:25]1[n:26][cH:27][cH:28][cH:29][cH:30]1>>[Cl:1][c:2]1[cH:3][c:4]2[c:5]3[c:6]([n:7]([CH3:11])[c:8]2[cH:9][cH:10]1)[C:12]([OH:23])=[C:13]([C:19](=[O:20])[NH:24][c:25]1[n:26][cH:27][cH:28][cH:29][cH:30]1)[N:14]([CH3:18])[S:15]3(=[O:16])=[O:17].